From a dataset of the Open Reaction Database (ORD), a public repository of structured organic reaction records. describe an organic reaction: reactants, conditions, products, and yield Reactants: CC1=CC=C(C=C1)S(=O)(=O)NCC#C (4-Methyl-N-(prop-2-ynyl)-benzenesulfonamide), FC=1C(=C2/C(/C(NC2=CC1)=O)=C/C=1NC=CC1OC)I ((Z)-1,3-dihydro-5-fluoro-4-iodo-3-[(3-methoxy-1H-pyrrol-2-yl)methylene]-2H-indol-2-one), FC=1C(=C2/C(/C(NC2=CC1)=O)=C/C=1NC=CC1OC)I ((Z)-1,3-dihydro-5-fluoro-4-iodo-3-[(3-methoxy-1H-pyrrol-2-yl)methylene]-2H-indol-2-one). Reagents/catalysts: C=1C=CC(=CC1)[P](C=2C=CC=CC2)(C=3C=CC=CC3)[Pd]([P](C=4C=CC=CC4)(C=5C=CC=CC5)C=6C=CC=CC6)([P](C=7C=CC=CC7)(C=8C=CC=CC8)C=9C=CC=CC9)[P](C=1C=CC=CC1)(C=1C=CC=CC1)C=1C=CC=CC1 ((Ph3P)4Pd). Run in CN(C)C=O (DMF), CCN(CC)CC (Et3N), CCOC(=O)C (EtOAc). The product is FC=1C(=C2/C(/C(NC2=CC1)=O)=C/C=1NC=CC1OC)C#CCNS(=O)(=O)C1=CC=C(C=C1)C ((Z)-N-[3-[5-Fluoro-3-[(3-methoxy-1H-pyrrol-2-yl)methylene]-2-oxo-2,3-dihydro-1H-indol-4-yl]-prop-2-ynyl]-4-methyl-benzenesulfonamide). As a reaction SMILES: [CH3:1][C:2]1[CH:7]=[CH:6][C:5]([S:8]([NH:11][CH2:12][C:13]#[CH:14])(=[O:10])=[O:9])=[CH:4][CH:3]=1.[F:15][C:16]1[C:17](I)=[C:18]2[C:22](=[CH:23][CH:24]=1)[NH:21][C:20](=[O:25])/[C:19]/2=[CH:26]\[C:27]1[NH:28][CH:29]=[CH:30][C:31]=1[O:32][CH3:33]>CN(C=O)C.CCN(CC)CC.CCOC(C)=O.C1C=CC([P]([Pd]([P](C2C=CC=CC=2)(C2C=CC=CC=2)C2C=CC=CC=2)([P](C2C=CC=CC=2)(C2C=CC=CC=2)C2C=CC=CC=2)[P](C2C=CC=CC=2)(C2C=CC=CC=2)C2C=CC=CC=2)(C2C=CC=CC=2)C2C=CC=CC=2)=CC=1>[F:15][C:16]1[C:17]([C:14]#[C:13][CH2:12][NH:11][S:8]([C:5]2[CH:6]=[CH:7][C:2]([CH3:1])=[CH:3][CH:4]=2)(=[O:10])=[O:9])=[C:18]2[C:22](=[CH:23][CH:24]=1)[NH:21][C:20](=[O:25])/[C:19]/2=[CH:26]\[C:27]1[NH:28][CH:29]=[CH:30][C:31]=1[O:32][CH3:33] |^1:56,58,77,96|. Reported procedure: Using Method C above, 4-Methyl-N-(prop-2-ynyl)-benzenesulfonamide (130 mg, 0.62 mmol) (Example 119A above) was coupled with (Z)-1,3-dihydro-5-fluoro-4-iodo-3-[(3-methoxy-1H-pyrrol-2-yl)methylene]-2H-indol-2-one (80 mg, 0.21 mmol) (Starting Material 6) using (Ph3P)4Pd (24 mg, 0.02 mmol) and a catalytic amount of Cul in a mixture of DMF (5 mL) and Et3N (5 mL) as solvent at 80° C. for 5 hrs. Upon completion, the reaction mixture was diluted with EtOAc and extracted with H2O. The organic layer was d...